Dataset: the Open Reaction Database (ORD), a public repository of structured organic reaction records. Task: describe an organic reaction: reactants, conditions, products, and yield The reactants are COC=1C(=CC2=C(CCN(C(N2CC2=CC=CC=C2)=O)CCCCl)C1)OC (3-(7,8-dimethoxy-1-benzyl-1,3,4,5-tetrahydro-2H-1,3-benzdiazepin-2-on-3-yl)-1-chloropropane), NC1=C(C=C(C=C1Cl)NCCN)Cl (2-(4-amino-3,5-dichloro-phenylamino)-ethylamine). The product is COC=1C(=CC2=C(CCN(C(N2CC2=CC=CC=C2)=O)CCCNCCNC2=CC(=C(C(=C2)Cl)N)Cl)C1)OC (N-[3-(7,8-Dimethoxy-1-benzyl-1,3,4,5-tetrahydro-2H-1,3-benzdiazepin-2-on-3-yl)-propyl]-2-(4-amino-3,5-dichlorophenylamino)-ethylamine). RXN SMILES: [CH3:1][O:2][C:3]1[C:4]([O:26][CH3:27])=[CH:5][C:6]2[N:12]([CH2:13][C:14]3[CH:19]=[CH:18][CH:17]=[CH:16][CH:15]=3)[C:11](=[O:20])[N:10]([CH2:21][CH2:22][CH2:23]Cl)[CH2:9][CH2:8][C:7]=2[CH:25]=1.[NH2:28][C:29]1[C:34]([Cl:35])=[CH:33][C:32]([NH:36][CH2:37][CH2:38][NH2:39])=[CH:31][C:30]=1[Cl:40]>>[CH3:1][O:2][C:3]1[C:4]([O:26][CH3:27])=[CH:5][C:6]2[N:12]([CH2:13][C:14]3[CH:19]=[CH:18][CH:17]=[CH:16][CH:15]=3)[C:11](=[O:20])[N:10]([CH2:21][CH2:22][CH2:23][NH:39][CH2:38][CH2:37][NH:36][C:32]3[CH:31]=[C:30]([Cl:40])[C:29]([NH2:28])=[C:34]([Cl:35])[CH:33]=3)[CH2:9][CH2:8][C:7]=2[CH:25]=1. Procedure: The title compound is prepared from 3-(7,8-dimethoxy-1-benzyl-1,3,4,5-tetrahydro-2H-1,3-benzdiazepin-2-on-3-yl)-1-chloropropane and 2-(4-amino-3,5-dichloro-phenylamino)-ethylamine analogously to Example 6. Starting materials: O=C([O-])[O-], CN(C)P(=O)(N(C)C)N(C)C, O=Cc1ccc(Cl)cc1, [K+], [K+], Sc1ccccn1. Yields the product O=Cc1ccc(Sc2ccccn2)cc1. RXN SMILES: [C:17](=[O:18])([O-:19])[O-:20].[CH3:23][N:24]([P:25]([N:26]([CH3:27])[CH3:28])([N:29]([CH3:30])[CH3:31])=[O:32])[CH3:33].[Cl:8][c:9]1[cH:10][cH:11][c:12]([CH:13]=[O:14])[cH:15][cH:16]1.[K+:21].[K+:22].[n:1]1[c:2]([SH:7])[cH:3][cH:4][cH:5][cH:6]1>>[n:1]1[c:2]([S:7][c:9]2[cH:10][cH:11][c:12]([CH:13]=[O:14])[cH:15][cH:16]2)[cH:3][cH:4][cH:5][cH:6]1. Reactants: S(=O)(Cl)Cl (Thionyl chloride), ClC1=C(C=CC=C1)C=1N(C=C(N1)C(=O)O)C1=CC=C(C=C1)Cl (2-(2-chlorophenyl)-1-(4-chlorophenyl)-1H-imidazole-4-carboxylic acid). Solvent: C1(=CC=CC=C1)C (toluene). Yields the product ClC1=C(C=CC=C1)C=1N(C=C(N1)C(=O)Cl)C1=CC=C(C=C1)Cl (2-(2-chlorophenyl)-1-(4-chlorophenyl)-1H-imidazole-4-carbonyl chloride). RXN SMILES: S(Cl)([Cl:3])=O.[Cl:5][C:6]1[CH:11]=[CH:10][CH:9]=[CH:8][C:7]=1[C:12]1[N:13]([C:20]2[CH:25]=[CH:24][C:23]([Cl:26])=[CH:22][CH:21]=2)[CH:14]=[C:15]([C:17](O)=[O:18])[N:16]=1>C1(C)C=CC=CC=1>[Cl:5][C:6]1[CH:11]=[CH:10][CH:9]=[CH:8][C:7]=1[C:12]1[N:13]([C:20]2[CH:25]=[CH:24][C:23]([Cl:26])=[CH:22][CH:21]=2)[CH:14]=[C:15]([C:17]([Cl:3])=[O:18])[N:16]=1. Reported procedure: Thionyl chloride (0.66 mL, 9 mmol) was added to a solution of 2-(2-chlorophenyl)-1-(4-chlorophenyl)-1H-imidazole-4-carboxylic acid (1 g, 3 mmol) in toluene (10 mL). The mixture was refluxed under argon for 1.5 h and concentrated to provide 2-(2-chlorophenyl)-1-(4-chlorophenyl)-1H-imidazole-4-carbonyl chloride, which was used in the next step without purification. 1H NMR (300 MHz, CD2Cl2) δ 8.40 (s, 1H), 7.69-7.09 (m, 8H). The reactants are OC(CCN(C(OC(C)(C)C)=O)C)CC ((3-hydroxypentyl)methylcarbamic acid, 1,1-dimethylethyl ester), ClC1=CC(=C(C#N)C=C1)F (4-chloro-2-fluorobenzonitrile). Product: ClC=1C=CC(=C(OC(CCN(C(OC(C)(C)C)=O)C)CC)C1)C#N ([3-(5-Chloro-2-cyanophenoxy)pentyl]methylcarbamic Acid, 1,1-dimethylethyl ester). Reaction SMILES: [OH:1][CH:2]([CH2:14][CH3:15])[CH2:3][CH2:4][N:5]([CH3:13])[C:6](=[O:12])[O:7][C:8]([CH3:11])([CH3:10])[CH3:9].[Cl:16][C:17]1[CH:24]=[CH:23][C:20]([C:21]#[N:22])=[C:19](F)[CH:18]=1>>[Cl:16][C:17]1[CH:18]=[CH:19][C:20]([C:21]#[N:22])=[C:23]([CH:24]=1)[O:1][CH:2]([CH2:14][CH3:15])[CH2:3][CH2:4][N:5]([CH3:13])[C:6](=[O:12])[O:7][C:8]([CH3:10])([CH3:11])[CH3:9]. Procedure details: The title compound was prepared according to the method of Example 3 step (b) but using (3-hydroxypentyl)methylcarbamic acid, 1,1-dimethylethyl ester and 4-chloro-2-fluorobenzonitrile. Reactants: C(C)OC(C1=CC=CC=C1)=C1C(NC2=CC=C(C=C12)[N+](=O)[O-])=O (3-{1-ethoxy-1-phenylmethylidene}-5-nitro-2-indolinone), N1(C=NC=C1)CC1=CC=C(N)C=C1 (4-(imidazol-1-yl)methyl-aniline), O (water). Run in CN(C)C=O (DMF). Product: N1(C=NC=C1)CC1=CC=C(N\C(\C2=CC=CC=C2)=C\2/C(NC3=CC=C(C=C23)[N+](=O)[O-])=O)C=C1 (3-{(Z)-1-[4-((imidazol-1-yl)methyl)anilino]-1-phenylmethylidene}-5-nitro-2-indolinone). The yield is 90.0%. Reaction SMILES: C(O[C:4](=[C:11]1[C:19]2[C:14](=[CH:15][CH:16]=[C:17]([N+:20]([O-:22])=[O:21])[CH:18]=2)[NH:13][C:12]1=[O:23])[C:5]1[CH:10]=[CH:9][CH:8]=[CH:7][CH:6]=1)C.[N:24]1([CH2:29][C:30]2[CH:36]=[CH:35][C:33]([NH2:34])=[CH:32][CH:31]=2)[CH:28]=[CH:27][N:26]=[CH:25]1.O>CN(C=O)C>[N:24]1([CH2:29][C:30]2[CH:31]=[CH:32][C:33]([NH:34]/[C:4](=[C:11]3\[C:12](=[O:23])[NH:13][C:14]4[C:19]\3=[CH:18][C:17]([N+:20]([O-:22])=[O:21])=[CH:16][CH:15]=4)/[C:5]3[CH:6]=[CH:7][CH:8]=[CH:9][CH:10]=3)=[CH:35][CH:36]=2)[CH:28]=[CH:27][N:26]=[CH:25]1. Procedure details: Prepared from 3-{1-ethoxy-1-phenylmethylidene}-5-nitro-2-indolinone and 1.5 equivalents of 4-(imidazol-1-yl)methyl-aniline (melting point: 128-130° C.) in DMF (120° C., 1 hour), pouring into water and washing the precipitate with MeOH and ether. Yield: 90% of theory; Starting materials: C(C)(=O)C=1C=NC=CC1CC1C(C2=CC=C(C=C2CC1)OC)=O (2-[(3-acetyl-4-pyridyl)methyl]-6-methoxy-tetralin-1-one), C(CC)I (propyl iodide). Product: [I-].C(C)(=O)C=1C=[N+](C=CC1CC1C(C2=CC=C(C=C2CC1)OC)=O)CCC (2-[(3-acetyl-1-propyl-pyridin-1-ium-4-yl)methyl]-6-methoxy-tetralin-1-one iodide). Reaction SMILES: [C:1]([C:4]1[CH:5]=[N:6][CH:7]=[CH:8][C:9]=1[CH2:10][CH:11]1[CH2:20][CH2:19][C:18]2[C:13](=[CH:14][CH:15]=[C:16]([O:21][CH3:22])[CH:17]=2)[C:12]1=[O:23])(=[O:3])[CH3:2].[CH2:24]([I:27])[CH2:25][CH3:26]>>[I-:27].[C:1]([C:4]1[CH:5]=[N+:6]([CH2:24][CH2:25][CH3:26])[CH:7]=[CH:8][C:9]=1[CH2:10][CH:11]1[CH2:20][CH2:19][C:18]2[C:13](=[CH:14][CH:15]=[C:16]([O:21][CH3:22])[CH:17]=2)[C:12]1=[O:23])(=[O:3])[CH3:2] |f:2.3|. Procedure: The title compound 135 is prepared according to the procedure reported in Example 38.1 with compound 103 (100.0 mg, 0.323 mmol) and propyl iodide (63 μL, 2 equiv) as reactants. Yellow solid. (Yield 116.2 mg, 75%). The reactants are Nc1ccc(O)c(=O)cc1, COC(=O)C1=C(O)c2ccccc2S(=O)(=O)N1C, Cc1ccccc1C. Product: CN1C(C(=O)Nc2ccc(O)c(=O)cc2)=C(O)c2ccccc2S1(=O)=O. As a reaction SMILES: [NH2:19][c:20]1[cH:21][cH:22][c:23]([OH:28])[c:24](=[O:27])[cH:25][cH:26]1.[OH:1][C:2]1=[C:3]([C:15]([O:17][CH3:16])=[O:18])[N:4]([CH3:14])[S:5](=[O:12])(=[O:13])[c:6]2[c:7]1[cH:8][cH:9][cH:10][cH:11]2.[c:29]1([CH3:30])[c:31]([CH3:32])[cH:33][cH:34][cH:35][cH:36]1>>[OH:1][C:2]1=[C:3]([C:15](=[O:17])[NH:19][c:20]2[cH:21][cH:22][c:23]([OH:28])[c:24](=[O:27])[cH:25][cH:26]2)[N:4]([CH3:14])[S:5](=[O:12])(=[O:13])[c:6]2[c:7]1[cH:8][cH:9][cH:10][cH:11]2. Reaction SMILES: [Cl:21][c:22]1[c:23]([F:31])[cH:24][c:25]([N:28]=[C:29]=[O:30])[cH:26][cH:27]1.[NH2:1][CH2:2][c:3]1[cH:4][n:5](-[c:15]2[cH:16][cH:17][cH:18][cH:19][cH:20]2)[c:6]2[cH:7][c:8]([Cl:14])[cH:9][cH:10][c:11]2[c:12]1=[O:13]>>[NH:1]([CH2:2][c:3]1[cH:4][n:5](-[c:15]2[cH:16][cH:17][cH:18][cH:19][cH:20]2)[c:6]2[cH:7][c:8]([Cl:14])[cH:9][cH:10][c:11]2[c:12]1=[O:13])[C:29]([NH:28][c:25]1[cH:24][c:23]([F:31])[c:22]([Cl:21])[cH:27][cH:26]1)=[O:30]. The product is O=C(NCc1cn(-c2ccccc2)c2cc(Cl)ccc2c1=O)Nc1ccc(Cl)c(F)c1. Starting materials: O=C=Nc1ccc(Cl)c(F)c1, NCc1cn(-c2ccccc2)c2cc(Cl)ccc2c1=O.